Dataset: the Open Reaction Database (ORD), a public repository of structured organic reaction records. Task: describe an organic reaction: reactants, conditions, products, and yield Starting materials: N1CCNCC1 (Piperazine), O(C1=CC=CC=C1)CCBr (2-phenoxyethyl bromide). Solvent: O1CCCC1 (tetrahydrofuran). Reaction conditions: temperature 50 celsius, time 36 hour. Product: O(C1=CC=CC=C1)CCN1CCNCC1 (1-(2-Phenoxyethyl)piperazine). The yield is 64.7%. Reaction SMILES: [NH:1]1[CH2:6][CH2:5][NH:4][CH2:3][CH2:2]1.[O:7]([CH2:14][CH2:15]Br)[C:8]1[CH:13]=[CH:12][CH:11]=[CH:10][CH:9]=1>O1CCCC1>[O:7]([CH2:14][CH2:15][N:1]1[CH2:6][CH2:5][NH:4][CH2:3][CH2:2]1)[C:8]1[CH:13]=[CH:12][CH:11]=[CH:10][CH:9]=1. Procedure details: Piperazine (2.15 g) and 2-phenoxyethyl bromide (1.00 g) were dissolved in tetrahydrofuran (30 ml), and the mixture was stirred at 40 to 60° C. for 36 hours. The reaction solution was evaporated, and aqueous saturated sodium bicarbonate and diethyl ether were added to the residue, and the aqueous layer was partitioned. Methylene chloride was added to the aqueous layer, and the organic layer was partitioned. The organic layer was dried over sodium sulfate anhydrous and evaporated, whereby the titl... The reactants are BrC1=C(CBr)C=C(C=C1)F (2-Bromo-5-fluorobenzylbromide), C(=O)([O-])[O-].[Ca+2] (CaCO3). The solvent is O1CCOCC1 (dioxane), O (H2O). Product: BrC1=C(C=C(C=C1)F)CO ((2-Bromo-5-fluoro-phenyl)-methanol). As a reaction SMILES: [Br:1][C:2]1[CH:9]=[CH:8][C:7]([F:10])=[CH:6][C:3]=1[CH2:4]Br.C([O-])([O-])=[O:12].[Ca+2]>O1CCOCC1.O>[Br:1][C:2]1[CH:9]=[CH:8][C:7]([F:10])=[CH:6][C:3]=1[CH2:4][OH:12] |f:1.2|. Procedure: 2-Bromo-5-fluorobenzylbromide (2.0 g, 7.46 mmol) was dissolved in dioxane (25 mL) and H2O (25 mL), and CaCO3 (3.84 g, 38.39 mmol) was added. The mixture was heated to reflux overnight. The solution was concentrated, and the residue was partitioned between H2O and CH2Cl2. The organic phase was washed with 1N HCl and brine, dried (MgSO4), filtered, and concentrated to afford the title compound. 1H NMR (CDCl3): δ 2.00 (t, 1H), 4.72 (d, 2H), 6.85-6.92 (m, 1H), 7.26 (dd, 1H), 7.48 (dd, 1H). Starting materials: tetrabutylammonium salt, C(COCC(=O)[O-])(=O)OCC (monoethyl diglycolate), BrCCl (bromochloromethane), C(Cl)Cl (methylene chloride). Run at time 8 hour. Product: C(COCC(=O)OC(Cl)Cl)(=O)OCC (ethyl dichloromethyl diglycolate). Yield: 10.0%. Reaction SMILES: [C:1]([O:9][CH2:10][CH3:11])(=[O:8])[CH2:2][O:3][CH2:4][C:5]([O-:7])=[O:6].BrCCl.[CH2:15]([Cl:17])[Cl:16]>>[C:1]([O:9][CH2:10][CH3:11])(=[O:8])[CH2:2][O:3][CH2:4][C:5]([O:7][CH:15]([Cl:17])[Cl:16])=[O:6]. Procedure: A solution of the tetrabutylammonium salt of monoethyl diglycolate (16 g, 0.04 mol) in methylene chloride (125 ml) was added to bromochloromethane (200 ml) over 1.5 hr. The resulting solution was stirred at room temperature overnight and then evaporated to dryness. The residue was chromatographed on silica eluting with ethyl acetate/hexane, 40/60 and the fractions containing product combined and evaporated to give ethyl dichloromethyl diglycolate (0.836 g, 10%) as a colorless oil. NMR analysis s... Starting materials: COC(=O)C=1N(C=C(C1)Br)NC(=S)NC(C1=CC=CC=C1)=O (1-(3-Benzoyl-thioureido)-4-bromo-1H-pyrrole-2-carboxylic acid methyl ester), [OH-].[Na+] (Sodium hydroxide), O (Water), C(C)(=O)O (Acetic acid). Run in CCOCC (Et2O), C(C)O (Ethanol). Run at temperature 85 celsius, time 30 minute. Product: BrC=1C=C2C(NC(NN2C1)=S)=O (6-Bromo-2-thioxo-2,3-dihydro-1H-pyrrolo[2,1-f][1,2,4]triazin-4-one). Reaction SMILES: COC([C:5]1[N:6]([NH:11][C:12]([NH:14][C:15](=[O:22])C2C=CC=CC=2)=[S:13])[CH:7]=[C:8]([Br:10])[CH:9]=1)=O.[OH-].[Na+].O.C(O)(=O)C>CCOCC.C(O)C>[Br:10][C:8]1[CH:9]=[C:5]2[N:6]([CH:7]=1)[NH:11][C:12](=[S:13])[NH:14][C:15]2=[O:22] |f:1.2|. Reported procedure: Into a 500 mL beaker, 1-(3-Benzoyl-thioureido)-4-bromo-1H-pyrrole-2-carboxylic acid methyl ester (31.20 g, 0.08162 mol) and 2.00 M of Sodium hydroxide in Water (164 mL, 0.327 mol) were added. The mixture was heated at 85° C. for 75 minutes. The reaction was cooled to RT. The solid was dissolved with Ethanol (100 mL). Acetic acid (18.8 mL, 0.332 mol) was added at 0° C. and stirred for 30 minutes. The solid was filtered and washed with cold EtOH (50 mL) to afford a white solid. The white solid was... The reactants are COc1ccc(N2CCOCC2)c2sc(NC(=O)c3ccnc(C4=CCCCC4)c3)nc12, CO, ClCCl, [H][H]. Yields the product COc1ccc(N2CCOCC2)c2sc(NC(=O)c3ccnc(C4CCCCC4)c3)nc12. RXN SMILES: [C:1]1([c:7]2[cH:8][c:9]([C:10](=[O:11])[NH:12][c:13]3[s:14][c:15]4[c:16]([n:17]3)[c:18]([O:28][CH3:29])[cH:19][cH:20][c:21]4[N:22]3[CH2:23][CH2:24][O:25][CH2:26][CH2:27]3)[cH:30][cH:31][n:32]2)=[CH:2][CH2:3][CH2:4][CH2:5][CH2:6]1.[CH3:35][OH:36].[Cl:37][CH2:38][Cl:39].[H:33][H:34]>>[CH:1]1([c:7]2[cH:8][c:9]([C:10](=[O:11])[NH:12][c:13]3[s:14][c:15]4[c:16]([n:17]3)[c:18]([O:28][CH3:29])[cH:19][cH:20][c:21]4[N:22]3[CH2:23][CH2:24][O:25][CH2:26][CH2:27]3)[cH:30][cH:31][n:32]2)[CH2:2][CH2:3][CH2:4][CH2:5][CH2:6]1.